From a dataset of the Open Reaction Database (ORD), a public repository of structured organic reaction records. describe an organic reaction: reactants, conditions, products, and yield Starting materials: NCCCN1CCCCC1 (1-(3-aminopropyl)piperidine), S(O)(O)=O (sulfurous acid), S(O)(O)=O (sulfurous acid), Cl (HCl), CC(CCC(C(=O)C1=CC=CC=C1)=O)C (5-methyl-1-phenylhexane-1,2-dione), BrC(C(=O)C1=CC=CC=C1)CCC(C)C (2-bromo-5-methyl-1-phenylhexan-1-one). Reagents/catalysts: [Zn] (zinc), [Zn] (zinc). Run in CO (methanol), CO (methanol), CO (methanol), CCO (EtOH), C(C)O (ethanol). Yields the product Cl.Cl.CC(CCC(C(O)C1=CC=CC=C1)NCCCN1CCCCC1)C ((1RS,2SR)-5-Methyl-1-phenyl-2-(3-piperidinopropylamino)hexan-1-ol dihydrochloride). Yield: 31.0%. As a reaction SMILES: [NH2:1][CH2:2][CH2:3][CH2:4][N:5]1[CH2:10][CH2:9][CH2:8][CH2:7][CH2:6]1.S(=O)(O)O.[CH3:15][CH:16]([CH3:29])[CH2:17][CH2:18][C:19](=O)[C:20]([C:22]1[CH:27]=[CH:26][CH:25]=[CH:24][CH:23]=1)=[O:21].BrC(CCC(C)C)C(C1C=CC=CC=1)=O.[ClH:45]>CO.CCO.[Zn]>[ClH:45].[ClH:45].[CH3:15][CH:16]([CH3:29])[CH2:17][CH2:18][CH:19]([NH:1][CH2:2][CH2:3][CH2:4][N:5]1[CH2:10][CH2:9][CH2:8][CH2:7][CH2:6]1)[CH:20]([C:22]1[CH:23]=[CH:24][CH:25]=[CH:26][CH:27]=1)[OH:21] |f:8.9.10|. Procedure details: To a refluxing mixture of 1-(3-aminopropyl)piperidine (284 mg, 2 mmol), sulfurous acid (6% SO2 aqueous solution) (1.1 ml) and zinc dust (200 mg) in methanol (2.5 ml) was added dropwise over a period of 1 hour a solution of 5-methyl-1-phenylhexane-1,2-dione [bp: 104°-107° C./2 mmHg; prepared from 2-bromo-5-methyl-1-phenylhexan-1-one by a known method {N. Kornblum and H. W. Frazier: J. Am. Chem. Soc., 88, 865 (1966)}] (275 mg, 1.35 mmol) in methanol (1.0 ml). Thereafter, 200 mg of zinc dust and 1.... Starting materials: [N-]=[N+]=[N-] (azide), [N-]=[N+]=[N-] (azide), C(C)(=O)OC1=C(C(=O)Cl)C=CC=C1 (2-acetoxybenzoyl chloride), [N-]=[N+]=[N-].[Na+] (sodium azide), CC(=O)C (acetone). Run in C1=CC=CC=C1 (benzene), O (water). Product: C(C)(=O)C1=C(C(=O)N=[N+]=[N-])C=CC=C1 (2-Acetylbenzoic acid azide), C(C)(=O)OC1=C(C=CC=C1)N=C=O (2-acetoxyphenylisocyanate). RXN SMILES: [C:1]([O:4][C:5]1[CH:13]=[CH:12][CH:11]=[CH:10][C:6]=1C(Cl)=O)(=[O:3])[CH3:2].[N-:14]=[N+:15]=[N-:16].[Na+].[N-:18]=[N+]=[N-].[CH3:21][C:22]([CH3:24])=[O:23]>O.C1C=CC=CC=1>[C:22]([C:24]1[CH:13]=[CH:12][CH:11]=[CH:10][C:6]=1[C:5]([N:14]=[N+:15]=[N-:16])=[O:4])(=[O:23])[CH3:21].[C:1]([O:4][C:5]1[CH:13]=[CH:12][CH:11]=[CH:10][C:6]=1[N:18]=[C:22]=[O:23])(=[O:3])[CH3:2] |f:1.2|. Procedure details: 2-Acetylbenzoic acid azide was prepared by reacting 2-acetoxybenzoyl chloride with sodium azide in acetone and water at 0-5° C. for 24 hours. It had an IR peak at 2245 cm−1 (azide). The crude azide was then heated in benzene at 70-75° C. under nitrogen for 2 hours to give 2-acetoxyphenylisocyanate. Reactants: O=C([O-])O, CS(=O)(=O)On1c(C(F)(F)F)nc2ncc(Cl)cc21, CC(C)=O, [I-], [Na+]. The product is FC(F)(F)c1nc2ncc(Cl)cc2[nH]1. As a reaction SMILES: [C:22](=[O:23])([OH:24])[O-:25].[CH3:1][S:2]([O:3][n:6]1[c:7]([C:16]([F:17])([F:18])[F:19])[n:8][c:9]2[n:10][cH:11][c:12]([Cl:15])[cH:13][c:14]12)(=[O:4])=[O:5].[CH3:26][C:27](=[O:28])[CH3:29].[I-:21].[Na+:20]>>[nH:6]1[c:7]([C:16]([F:17])([F:18])[F:19])[n:8][c:9]2[n:10][cH:11][c:12]([Cl:15])[cH:13][c:14]12. Reactants: O(S(=O)(=O)C(F)(F)F)C (methyl triflate), C(#N)C1(CN(C1)C(=O)OC(C)(C)C)C1=NC=CC=C1 (tert-butyl 3-cyano-3-pyridin-2-ylazetidine-1-carboxylate), C(C)(=O)O (acetic acid). Reagents/catalysts: [Pt](=O)=O (Platinum dioxide). The solvent is ClCCCl (1,2-dichloroethane). Run at time 1 hour. Product: C(#N)C1(CN(C1)C(=O)OC(C)(C)C)C1N(CCCC1)C (tert-Butyl 3-cyano-3-(1-methylpiperidin-2-yl)azetidine-1-carboxylate). RXN SMILES: [C:1]([C:3]1([C:14]2[CH:19]=[CH:18][CH:17]=[CH:16][N:15]=2)[CH2:6][N:5]([C:7]([O:9][C:10]([CH3:13])([CH3:12])[CH3:11])=[O:8])[CH2:4]1)#[N:2].O(C)S([C:24](F)(F)F)(=O)=O.C(O)(=O)C>ClCCCl.[Pt](=O)=O>[C:1]([C:3]1([CH:14]2[CH2:19][CH2:18][CH2:17][CH2:16][N:15]2[CH3:24])[CH2:6][N:5]([C:7]([O:9][C:10]([CH3:13])([CH3:12])[CH3:11])=[O:8])[CH2:4]1)#[N:2]. Reported procedure: tert-butyl 3-cyano-3-pyridin-2-ylazetidine-1-carboxylate (14.2 g, 55 mmol) in 1,2-dichloroethane (120 ml) was cooled in an ice-bath and treated with methyl triflate. The reaction was stirred at room temperature for 1 hour then at reflux overnight (no starting material in the solution). The resulting orange/brown precipitate was filtered off and washed with more 1,2-dichloroethane. The solid was then dissolved in ethanol (150 ml) and acetic acid (1.5 eq, 5.5 ml) was added. Platinum dioxide (1.5 g... The reactants are CC=1C(C2=CC=CC=C2C(C1)=O)=O (2-methyl-1,4-naphthoquinone), O=C(CCC(=O)O)C (4-oxopentanoic acid), O1OSS1.[NH4+] (ammonium peroxydisulfide), C(=N)(N)NN.Cl (aminoguanidine hydrochloride), CC=1C(C2=CC=CC=C2C(C1CCC(C)=O)=O)=O (2-methyl-3-(3-oxobutyl)-1,4-naphthoquinone). The reagents and catalysts are [N+](=O)([O-])[O-].[Ag+] (silver nitrate). Yields the product Cl.CC=1C(C2=CC=CC=C2C(C1CCC(C)=NNC(N)=N)=O)=O (2-Methyl-3-(2-amidinohydrazono)butyl-1,4-naphthoquinone hydrochloride). Reaction SMILES: [C:1]([NH:4][NH2:5])([NH2:3])=[NH:2].[ClH:6].[CH3:7][C:8]1[C:9](=[O:24])[C:10]2[C:15]([C:16](=[O:23])[C:17]=1[CH2:18][CH2:19][C:20](=O)[CH3:21])=[CH:14][CH:13]=[CH:12][CH:11]=2.CC1C(=O)C2C(C(=O)C=1)=CC=CC=2.O=C(C)CCC(O)=O.O1SSO1.[NH4+]>[N+]([O-])([O-])=O.[Ag+]>[ClH:6].[CH3:7][C:8]1[C:9](=[O:24])[C:10]2[C:15]([C:16](=[O:23])[C:17]=1[CH2:18][CH2:19][C:20](=[N:5][NH:4][C:1](=[NH:3])[NH2:2])[CH3:21])=[CH:14][CH:13]=[CH:12][CH:11]=2 |f:0.1,5.6,7.8,9.10|. Procedure: 2-Methyl-3-(2-amidinohydrazono)butyl-1,4-naphthoquinone hydrochloride, mp 108°-110° C. is prepared in a manner similar to that of Example 1 by reaction of aminoguanidine hydrochloride with 2-methyl-3-(3-oxobutyl)-1,4-naphthoquinone. This naphthoquinone is prepared by reaction of 2-methyl-1,4-naphthoquinone, 4-oxopentanoic acid, silver nitrate and ammonium peroxydisulfide in a manner similar to that described above. Starting materials: CC(C)(C)[Si](C)(C)OC1CN(C(=O)c2cc3nccc(Cl)c3s2)C1, ClCCl, O=[N+]([O-])c1ccc(O)c(F)c1, [K+], [K+], O=C([O-])[O-]. The product is CC(C)(C)[Si](C)(C)OC1CN(C(=O)c2cc3nccc(Oc4ccc([N+](=O)[O-])cc4F)c3s2)C1. Reaction SMILES: [C:1]([CH3:2])([CH3:3])([CH3:4])[Si:5]([O:6][CH:7]1[CH2:8][N:9]([C:11](=[O:12])[c:13]2[cH:14][c:15]3[n:16][cH:17][cH:18][c:19]([Cl:22])[c:20]3[s:21]2)[CH2:10]1)([CH3:23])[CH3:24].[Cl:42][CH2:43][Cl:44].[F:25][c:26]1[c:27]([OH:35])[cH:28][cH:29][c:30]([N+:32](=[O:33])[O-:34])[cH:31]1.[K+:36].[K+:37].[O-:38][C:39]([O-:40])=[O:41]>>[C:1]([CH3:2])([CH3:3])([CH3:4])[Si:5]([O:6][CH:7]1[CH2:8][N:9]([C:11](=[O:12])[c:13]2[cH:14][c:15]3[n:16][cH:17][cH:18][c:19]([O:35][c:27]4[c:26]([F:25])[cH:31][c:30]([N+:32](=[O:33])[O-:34])[cH:29][cH:28]4)[c:20]3[s:21]2)[CH2:10]1)([CH3:23])[CH3:24].